This data is from the Open Reaction Database (ORD), a public repository of structured organic reaction records. The task is: describe an organic reaction: reactants, conditions, products, and yield Starting materials: BrC=1C=C(C=C(C1)Br)O (3,5-dibromophenol), C([O-])([O-])=O.[K+].[K+] (potassium carbonate), IC (iodomethane). The solvent is O (water), C(C)(=O)OCC (ethyl acetate), CC(=O)C (acetone). Conditions: time 15 hour. The product is BrC1=CC(=CC(=C1)OC)Br (1,3-dibromo-5-methoxy-benzene). Isolated yield 97.0%. As a reaction SMILES: [Br:1][C:2]1[CH:3]=[C:4]([OH:9])[CH:5]=[C:6]([Br:8])[CH:7]=1.[C:10](=O)([O-])[O-].[K+].[K+].IC>CC(C)=O.O.C(OCC)(=O)C>[Br:1][C:2]1[CH:3]=[C:4]([O:9][CH3:10])[CH:5]=[C:6]([Br:8])[CH:7]=1 |f:1.2.3|. Procedure details: To a suspension of 3,5-dibromophenol (20 g, 79.39 mmol) and potassium carbonate (21.95 g, 158.78 mmol) in acetone (100 mL) was added iodomethane (24.79 g, 174.65 mmol) at room temperature. The resulting light yellow color mixture was heated to reflux and stirred for 15 h at which time TLC analysis of the mixture indicated the absence of starting material. Then, the reaction mixture was cooled to room temperature and diluted with water (200 mL) and ethyl acetate (200 mL). The two layers were sepa... The reactants are CCc1cc([N+](=O)[O-])cc(CC)c1N, Cc1ccccc1, O=C(Cl)Cl. The product is CCc1cc([N+](=O)[O-])cc(CC)c1N=C=O. RXN SMILES: [CH2:5]([CH3:6])[c:7]1[c:8]([NH2:9])[c:10]([CH2:17][CH3:18])[cH:11][c:12]([N+:14](=[O:15])[O-:16])[cH:13]1.[CH3:19][c:20]1[cH:21][cH:22][cH:23][cH:24][cH:25]1.[Cl:1][C:2]([Cl:3])=[O:4]>>[C:2](=[O:4])=[N:9][c:8]1[c:7]([CH2:5][CH3:6])[cH:13][c:12]([N+:14](=[O:15])[O-:16])[cH:11][c:10]1[CH2:17][CH3:18].